This data is from the Open Reaction Database (ORD), a public repository of structured organic reaction records. The task is: describe an organic reaction: reactants, conditions, products, and yield The reactants are CC1(CC(C(C1)=O)=O)C (4,4-dimethyl-cyclopentane-1,2-dione), COP(OC)(=O)CC(=O)C=1C=NN(C1C)C(C)(C)C ([2-(1-tert-Butyl-5-methyl-1H-pyrazol-4-yl)-2-oxo-ethyl]-phosphonic acid dimethyl ester), O.NN (hydrazine monohydrate). The product is C(C)(C)(C)N1N=CC(=C1C)C1=CC2=C(N=N1)CC(C2)(C)C (3-(1-tert-Butyl-5-methyl-1H-pyrazol-4-yl)-6,6-dimethyl-6,7-dihydro-5H-cyclopenta[c]pyridazine). As a reaction SMILES: [CH3:1][C:2]1([CH3:9])[CH2:6][C:5](=O)[C:4](=O)[CH2:3]1.COP([CH2:16][C:17]([C:19]1[CH:20]=[N:21][N:22]([C:25]([CH3:28])([CH3:27])[CH3:26])[C:23]=1[CH3:24])=O)(=O)OC.O.[NH2:30][NH2:31]>>[C:25]([N:22]1[C:23]([CH3:24])=[C:19]([C:17]2[N:31]=[N:30][C:4]3[CH2:3][C:2]([CH3:9])([CH3:1])[CH2:6][C:5]=3[CH:16]=2)[CH:20]=[N:21]1)([CH3:28])([CH3:27])[CH3:26] |f:2.3|. Procedure details: yellow crystalline solid. MS (ESI): 285.1 (MH+). Prepared from 4,4-dimethyl-cyclopentane-1,2-dione, [2-(1-tert-Butyl-5-methyl-1H-pyrazol-4-yl)-2-oxo-ethyl]-phosphonic acid dimethyl ester, hydrazine monohydrate. The reactants are ClC1=NC(=CC(=C1C(=O)OCC)Cl)C (ethyl 2,4-dichloro-6-methyl-3-pyridinecarboxylate), CC(CCN)(C)C ((3,3-dimethylbutyl)amine). Solvent: C(C)(=O)OCC (ethyl acetate), C(C)O (ethanol). The product is ClC1=NC(=CC(=C1C(=O)OCC)NCCC(C)(C)C)C (Ethyl 2-chloro-4-[(3,3-dimethylbutyl)amino]-6-methyl-3-pyridinecarboxylate). Isolated yield 79.9%. Reaction SMILES: [Cl:1][C:2]1[C:7]([C:8]([O:10][CH2:11][CH3:12])=[O:9])=[C:6](Cl)[CH:5]=[C:4]([CH3:14])[N:3]=1.[CH3:15][C:16]([CH3:21])([CH3:20])[CH2:17][CH2:18][NH2:19]>C(O)C.C(OCC)(=O)C>[Cl:1][C:2]1[C:7]([C:8]([O:10][CH2:11][CH3:12])=[O:9])=[C:6]([NH:19][CH2:18][CH2:17][C:16]([CH3:21])([CH3:20])[CH3:15])[CH:5]=[C:4]([CH3:14])[N:3]=1. Reported procedure: A solution of ethyl 2,4-dichloro-6-methyl-3-pyridinecarboxylate (1.00 g, 4.27 mmol) in ethanol (20.0 mL) was treated with (3,3-dimethylbutyl)amine (0.570 mL, 4.27 mmol). The mixture was refluxed for 2 days, and upon cooling, diluted with ethyl acetate and washed with saturated aqueous sodium bicarbonate. The aqueous layer was extracted twice with ethyl acetate. The combined organic portions were dried over magnesium sulfate, filtered, concentrated in vacuo, and purified via flash column chromato... Reactants: NC1=CC=C(C=C1)N1N=C(C=C1CC)C=1C=NC=CC1 (1(4-aminophenyl)-3-(3-pyridyl)-5-ethylpyrazole), ClC1=C(C=O)C(=CC=C1)F (2-chloro-6-fluorobenzaldehyde), C(#N)[BH3-].[Na+] (sodium cyanoborohydride). The solvent is CC(=O)O.CO (HOAc MeOH). Run at time 4 hour. Product: C(C)C1=CC(=NN1C1=CC=C(C=C1)NCC1=C(C=CC=C1F)Cl)C=1C=NC=CC1 ([4-(5-Ethyl-3-pyridin-3-yl-pyrazol-1-yl)phenyl]-(2-chloro-6-fluorobenzyl)amine). RXN SMILES: [NH2:1][C:2]1[CH:7]=[CH:6][C:5]([N:8]2[C:12]([CH2:13][CH3:14])=[CH:11][C:10]([C:15]3[CH:16]=[N:17][CH:18]=[CH:19][CH:20]=3)=[N:9]2)=[CH:4][CH:3]=1.[Cl:21][C:22]1[CH:29]=[CH:28][CH:27]=[C:26]([F:30])[C:23]=1[CH:24]=O.C([BH3-])#N.[Na+]>CC(O)=O.CO>[CH2:13]([C:12]1[N:8]([C:5]2[CH:6]=[CH:7][C:2]([NH:1][CH2:24][C:23]3[C:26]([F:30])=[CH:27][CH:28]=[CH:29][C:22]=3[Cl:21])=[CH:3][CH:4]=2)[N:9]=[C:10]([C:15]2[CH:16]=[N:17][CH:18]=[CH:19][CH:20]=2)[CH:11]=1)[CH3:14] |f:2.3,4.5|. Procedure details: To a stirred solution of 1(4-aminophenyl)-3-(3-pyridyl)-5-ethylpyrazole (300 mg, 1.14 mmol) and 2-chloro-6-fluorobenzaldehyde (360 mg, 2.27 mmol) in 5% HOAc/MeOH (6 mL) at room temperature under argon was added sodium cyanoborohydride (180 mg, 2.86 mmol). The reaction mixture was stirred at room temperature for 4 h and then concentrated, diluted with water, extracted into ethyl acetate and washed with brine. The residue obtained on concentration was chromatographed on silica gel (eluant, gradien... Starting materials: O=C(O)c1ccncc1Cl, CNOC. The reagents and catalysts are CCN=C=NCCCN(C)C.Cl (EDC-HCl), CN1CCOCC1 (NMM). Run in CN(C)C=O (DMF), CN(C)C=O (DMF), CN(C)C=O (DMF), CN(C)C=O (DMF), CN(C)C=O (DMF), CN(C)C=O (DMF). Reaction conditions: temperature 25 celsius, time 2 hour. Product: CON(C)C(=O)c1ccncc1Cl. Yield: 0.2%. Reaction SMILES: CNOC.O=C(O)c1ccncc1Cl.CCN=C=NCCCN(C)C.Cl.CN1CCOCC1.CN(C)C=O>>CON(C)C(=O)c1ccncc1Cl.